This data is from the Open Reaction Database (ORD), a public repository of structured organic reaction records. The task is: describe an organic reaction: reactants, conditions, products, and yield Starting materials: ClC=1C(=CC(N(C1)C(C(=O)O)CC1CC1)=O)C1=C(C=CC(=C1)Cl)C#N (2-[5-chloro-4-(5-chloro-2-cyanophenyl)-2-oxopyridin-1(2H)-yl]-3-cyclopropylpropanoic acid), NC1=CC=C(C(=O)OC(C)(C)C)C=C1 (tert-butyl 4-aminobenzoate). The product is ClC=1C(=CC(N(C1)C(C(=O)NC1=CC=C(C(=O)OC(C)(C)C)C=C1)CC1CC1)=O)C1=C(C=CC(=C1)Cl)C#N (tert-Butyl 4-({2-[5-chloro-4-(5-chloro-2-cyanophenyl)-2-oxopyridin-1(2H)-yl]-3-cyclopropylpropanoyl}amino)benzoate). Reaction SMILES: [Cl:1][C:2]1[C:3]([C:17]2[CH:22]=[C:21]([Cl:23])[CH:20]=[CH:19][C:18]=2[C:24]#[N:25])=[CH:4][C:5](=[O:16])[N:6]([CH:8]([CH2:12][CH:13]2[CH2:15][CH2:14]2)[C:9](O)=[O:10])[CH:7]=1.[NH2:26][C:27]1[CH:39]=[CH:38][C:30]([C:31]([O:33][C:34]([CH3:37])([CH3:36])[CH3:35])=[O:32])=[CH:29][CH:28]=1>>[Cl:1][C:2]1[C:3]([C:17]2[CH:22]=[C:21]([Cl:23])[CH:20]=[CH:19][C:18]=2[C:24]#[N:25])=[CH:4][C:5](=[O:16])[N:6]([CH:8]([CH2:12][CH:13]2[CH2:14][CH2:15]2)[C:9]([NH:26][C:27]2[CH:39]=[CH:38][C:30]([C:31]([O:33][C:34]([CH3:35])([CH3:36])[CH3:37])=[O:32])=[CH:29][CH:28]=2)=[O:10])[CH:7]=1. Reported procedure: 268 mg (0.68 mmol) of 2-[5-chloro-4-(5-chloro-2-cyanophenyl)-2-oxopyridin-1(2H)-yl]-3-cyclopropylpropanoic acid (racemate) and 1.2 eq. of tert-butyl 4-aminobenzoate were reacted according to General Method 5A. Yield: 192 mg (51% of theory) The reactants are C(C)OP(=O)(N1N=C2C(C1)(COC1=C2C=CC(=C1)C(F)(F)F)C(=O)OC)OCC (Methyl 2-(diethoxyphosphinyl)-2,3,3a,4-tetrahydro-7-(trifluoromethyl)[1]benzopyrano[4,3-c]pyrazole-3a-carboxylate), Cl (hydrogen chloride). Run in CO (methanol). Run at temperature 66 celsius. Yields the product Cl.FC(C1=CC2=C(C=C1)C1=NNCC1(CO2)C(=O)OC)(F)F (Methyl 2,3,3a,4-tetrahydro-7-(trifluoromethyl)[1]benzopyrano[4,3-c]pyrazole-3a-carboxylate,hydrochloride). Yield: 88.8%. Reaction SMILES: C(OP(OCC)([N:6]1[CH2:10][C:9]2([C:23]([O:25][CH3:26])=[O:24])[CH2:11][O:12][C:13]3[CH:18]=[C:17]([C:19]([F:22])([F:21])[F:20])[CH:16]=[CH:15][C:14]=3[C:8]2=[N:7]1)=O)C.[ClH:30]>CO>[ClH:30].[F:21][C:19]([F:20])([F:22])[C:17]1[CH:16]=[CH:15][C:14]2[C:8]3[C:9]([C:23]([O:25][CH3:26])=[O:24])([CH2:11][O:12][C:13]=2[CH:18]=1)[CH2:10][NH:6][N:7]=3 |f:3.4|. Reported procedure: A mixture of the product of Step G (38 g, 0.087 mol) 200 mL of methanol, and 18 g (0.50 mol) hydrogen chloride was heated at reflux (66° C.) for 21/2 hours. The solution was concentrated, toluene (50 mL) was added to the residue and, the mixture concentrated again. Another 50 mL toluene was added and evaporated a second time. After adding 100 mL of toluene, the slurry was chilled, and then filtered. The solid was washed with toluene, then hexanes to yield 26 g of a pale yellow product, m.p. 175°...